This data is from the Open Reaction Database (ORD), a public repository of structured organic reaction records. The task is: describe an organic reaction: reactants, conditions, products, and yield Procedure details: To (6-Chloro-pyridin-3-yl)-(1H-pyrrolo[2,3-b]pyridin-3-yl)-methanone 7 in DMSO was added (3-trifluoromethyl-phenyl)-methanol 72. Sodium hydride was added and the reaction was heated to 60° C. for two hours. The reaction was quenched with water and extracted with ethyl acetate. The organic portion was dried with magnesium sulfate and concentrated to provide (1H-pyrrolo[2,3-b]pyridin-3-yl)-[6-(3-trifluoromethyl-benzyloxy)-pyridin-3-yl]-methanone 73, which was used in the next step without addition... Run in CS(=O)C (DMSO). Conditions: temperature 60 celsius. RXN SMILES: Cl[C:2]1[N:7]=[CH:6][C:5]([C:8]([C:10]2[C:18]3[C:13](=[N:14][CH:15]=[CH:16][CH:17]=3)[NH:12][CH:11]=2)=[O:9])=[CH:4][CH:3]=1.[F:19][C:20]([F:30])([F:29])[C:21]1[CH:22]=[C:23]([CH2:27][OH:28])[CH:24]=[CH:25][CH:26]=1.[H-].[Na+]>CS(C)=O>[NH:12]1[C:13]2=[N:14][CH:15]=[CH:16][CH:17]=[C:18]2[C:10]([C:8]([C:5]2[CH:6]=[N:7][C:2]([O:28][CH2:27][C:23]3[CH:24]=[CH:25][CH:26]=[C:21]([C:20]([F:19])([F:29])[F:30])[CH:22]=3)=[CH:3][CH:4]=2)=[O:9])=[CH:11]1 |f:2.3|. Yields the product N1C=C(C=2C1=NC=CC2)C(=O)C=2C=NC(=CC2)OCC2=CC(=CC=C2)C(F)(F)F ((1H-pyrrolo[2,3-b]pyridin-3-yl)-[6-(3-trifluoromethyl-benzyloxy)-pyridin-3-yl]-methanone). The reactants are ClC1=CC=C(C=N1)C(=O)C1=CNC2=NC=CC=C21 ((6-Chloro-pyridin-3-yl)-(1H-pyrrolo[2,3-b]pyridin-3-yl)-methanone), FC(C=1C=C(C=CC1)CO)(F)F ((3-trifluoromethyl-phenyl)-methanol), [H-].[Na+] (Sodium hydride). The reactants are C(C(C)C)(=O)C1=C(NC2=CC(=CC=C12)C(=O)OC)CCC (methyl 3-isobutyryl-2-propylindole-6-carboxylate), ClC1=C(CBr)C=CC=C1 (2-chlorobenzyl bromide). The product is ClC1=C(CN2C(=C(C3=CC=C(C=C23)C(=O)OC)C(C(C)C)=O)CCC)C=CC=C1 (Methyl 1-(2-chlorobenzyl)-3-isobutyryl-2-propylindole-6-carboxylate). As a reaction SMILES: [C:1]([C:6]1[C:14]2[C:9](=[CH:10][C:11]([C:15]([O:17][CH3:18])=[O:16])=[CH:12][CH:13]=2)[NH:8][C:7]=1[CH2:19][CH2:20][CH3:21])(=[O:5])[CH:2]([CH3:4])[CH3:3].[Cl:22][C:23]1[CH:30]=[CH:29][CH:28]=[CH:27][C:24]=1[CH2:25]Br>>[Cl:22][C:23]1[CH:30]=[CH:29][CH:28]=[CH:27][C:24]=1[CH2:25][N:8]1[C:9]2[C:14](=[CH:13][CH:12]=[C:11]([C:15]([O:17][CH3:18])=[O:16])[CH:10]=2)[C:6]([C:1](=[O:5])[CH:2]([CH3:4])[CH3:3])=[C:7]1[CH2:19][CH2:20][CH3:21]. Procedure details: Methyl 1-(2-chlorobenzyl)-3-isobutyryl-2-propylindole-6-carboxylate (533 mg) was prepared from methyl 3-isobutyryl-2-propylindole-6-carboxylate (440 mg, and 2-chlorobenzyl bromide (346 mg) in a similar manner to that of Example 1. Reactants: [N+](=[N-])=CC(=O)OCC (ethyl diazoacetate), C=CC1=CC=CC=C1 (styrene). Product: C1(=CC=CC=C1)C1C(C1)N (2-phenylcyclopropylamine), ester, C1(=CC=CC=C1)C1C(C1)C(=O)OCC (ethyl 2-phenylcyclopropanecarboxylate). Reaction SMILES: [CH2:1]=[CH:2][C:3]1[CH:8]=[CH:7][CH:6]=[CH:5][CH:4]=1.[N+:9](=[CH:11][C:12]([O:14][CH2:15][CH3:16])=[O:13])=[N-]>>[C:3]1([CH:2]2[CH2:12][CH:11]2[NH2:9])[CH:8]=[CH:7][CH:6]=[CH:5][CH:4]=1.[C:3]1([CH:2]2[CH2:1][CH:11]2[C:12]([O:14][CH2:15][CH3:16])=[O:13])[CH:8]=[CH:7][CH:6]=[CH:5][CH:4]=1. Procedure details: Generally, the trans isomer of 2-phenylcyclopropylamine is prepared by reacting styrene with ethyl diazoacetate and forming the ester, ethyl 2-phenylcyclopropanecarboxylate. The resulting ester is hydrolyzed to the 2-phenylcyclopropanecarboxylic acid. At this stage there are 3 to 4 parts of the trans isomer to 1 part of the cis isomer. A complete separation is accomplished by recrystallizing the acid from hot water. The pure trans isomer comes out as crystalline material while the cis isomer sta... The product is O=C(O)c1ncn2c(C(F)(F)F)cc(-c3ccc(C(F)(F)F)cc3)nc12. Starting materials: CCOC(=O)c1ncn2c(C(F)(F)F)cc(-c3ccc(C(F)(F)F)cc3)nc12, CC(=O)O, [K+], [OH-], O. RXN SMILES: [CH2:1]([CH3:2])[O:3][C:4](=[O:5])[c:6]1[n:7][cH:8][n:9]2[c:10]1[n:11][c:12](-[c:19]1[cH:20][cH:21][c:22]([C:25]([F:26])([F:27])[F:28])[cH:23][cH:24]1)[cH:13][c:14]2[C:15]([F:16])([F:17])[F:18].[CH3:32][C:33](=[O:34])[OH:35].[K+:30].[OH-:29].[OH2:31]>>[O:3]=[C:4]([OH:5])[c:6]1[n:7][cH:8][n:9]2[c:10]1[n:11][c:12](-[c:19]1[cH:20][cH:21][c:22]([C:25]([F:26])([F:27])[F:28])[cH:23][cH:24]1)[cH:13][c:14]2[C:15]([F:16])([F:17])[F:18]. Starting materials: O=C1CCC(=O)N1Br, COc1cncc(N2CC3CN(C(=O)OCc4ccccc4)CC32)c1, CC#N. Product: COc1cc(N2CC3CN(C(=O)OCc4ccccc4)CC32)cnc1Br. Reaction SMILES: [Br:26][N:27]1[C:28](=[O:29])[CH2:30][CH2:31][C:32]1=[O:33].[CH3:1][O:2][c:3]1[cH:4][c:5]([N:9]2[CH:10]3[CH2:11][N:12]([C:16](=[O:17])[O:18][CH2:19][c:20]4[cH:21][cH:22][cH:23][cH:24][cH:25]4)[CH2:13][CH:14]3[CH2:15]2)[cH:6][n:7][cH:8]1.[CH3:34][C:35]#[N:36]>>[CH3:1][O:2][c:3]1[cH:4][c:5]([N:9]2[CH:10]3[CH2:11][N:12]([C:16](=[O:17])[O:18][CH2:19][c:20]4[cH:21][cH:22][cH:23][cH:24][cH:25]4)[CH2:13][CH:14]3[CH2:15]2)[cH:6][n:7][c:8]1[Br:26]. The reactants are [N+](=O)([O-])C1=CC=C(OCC(=O)O)C=C1 ((4-nitrophenoxy)-acetic acid), NC=1C=C(C(=O)N)C=CC1 (3-amino benzamide), C=1C=CC2=C(C1)N=NN2O (HOBt), CCN(C(C)C)C(C)C (DIPEA), C(CCl)Cl (EDC). Solvent: CN(C)C=O (DMF), CO (MeOH). The product is C(C)(C)(C)C1=CC=C(OCC(=O)NC=2C=C(C(=O)N)C=CC2)C=C1 (3-[2-(4-tert-butyl-phenoxy)acetylamino]-benzamide). Isolated yield 82.7%. RXN SMILES: [N+]([C:4]1[CH:14]=[CH:13][C:7]([O:8][CH2:9][C:10]([OH:12])=O)=[CH:6][CH:5]=1)([O-])=O.[NH2:15][C:16]1[CH:17]=[C:18]([CH:22]=[CH:23][CH:24]=1)[C:19]([NH2:21])=[O:20].C1C=C[C:28]2N(O)N=N[C:29]=2[CH:30]=1.[CH3:35]CN(C(C)C)C(C)C.C(Cl)CCl>CN(C=O)C.CO>[C:29]([C:4]1[CH:5]=[CH:6][C:7]([O:8][CH2:9][C:10]([NH:15][C:16]2[CH:17]=[C:18]([CH:22]=[CH:23][CH:24]=2)[C:19]([NH2:21])=[O:20])=[O:12])=[CH:13][CH:14]=1)([CH3:28])([CH3:30])[CH3:35]. Procedure: To a solution of (4-nitrophenoxy)-acetic acid (100 mg, 0.5 mmol), 3-amino benzamide (103.5 mg, 0.76 mmol), HOBt (102.81 mg, 0.76 mmol) and DIPEA (98.34 mg, 0.76 mmol) in DMF (2 ml) was added EDC (145.86 mg, 0.76 mmol) at room temperature and the resulting mixture was stirred until reaction completion as indicated by TLC. Reaction mixture was poured onto ice cold water, diluted with a mixture of MeOH:MC (10%), separated organic layer and sequentially washed with aqueous sodium bicarbonate, brine ...